From a dataset of the Open Reaction Database (ORD), a public repository of structured organic reaction records. describe an organic reaction: reactants, conditions, products, and yield Starting materials: N#Cc1cnc2cc(F)c(OCCN3CCOCC3)cc2c1Cl, COc1cc(N)c(Cl)cc1Cl, Cl, c1ccncc1. The product is COc1cc(Nc2c(C#N)cnc3cc(F)c(OCCN4CCOCC4)cc23)c(Cl)cc1Cl. As a reaction SMILES: [Cl:1][c:2]1[c:3]([C:22]#[N:23])[cH:4][n:5][c:6]2[cH:7][c:8]([F:21])[c:9]([O:12][CH2:13][CH2:14][N:15]3[CH2:16][CH2:17][O:18][CH2:19][CH2:20]3)[cH:10][c:11]12.[Cl:24][c:25]1[c:26]([NH2:27])[cH:28][c:29]([O:33][CH3:34])[c:30]([Cl:32])[cH:31]1.[ClH:35].[n:36]1[cH:37][cH:38][cH:39][cH:40][cH:41]1>>[c:2]1([NH:27][c:26]2[c:25]([Cl:24])[cH:31][c:30]([Cl:32])[c:29]([O:33][CH3:34])[cH:28]2)[c:3]([C:22]#[N:23])[cH:4][n:5][c:6]2[cH:7][c:8]([F:21])[c:9]([O:12][CH2:13][CH2:14][N:15]3[CH2:16][CH2:17][O:18][CH2:19][CH2:20]3)[cH:10][c:11]12. The reactants are NC1=C(NC(=S)NCCCNC([O-])=O)C=CC=C1 (3-{[(2-aminoanilino)carbothioyl]amino}propylcarbamate), NC=1NC2=C(N1)C=CC=C2 (aminobenzimidazole). Reaction SMILES: [NH2:1][C:2]1[CH:18]=[CH:17][CH:16]=[CH:15][C:3]=1[NH:4][C:5]([NH:7][CH2:8][CH2:9][CH2:10][NH:11]C(=O)[O-])=S.NC1NC2C=CC=CC=2N=1>>[NH:4]1[C:3]2[CH:15]=[CH:16][CH:17]=[CH:18][C:2]=2[N:1]=[C:5]1[NH:7][CH2:8][CH2:9][CH2:10][NH2:11]. Product: N1C(=NC2=C1C=CC=C2)NCCCN (N1-(1H-Benzimidazol-2-yl)propane-1,3-diamine). Procedure: 3-{[(2-aminoanilino)carbothioyl]amino}propylcarbamate (ESI-MS; [M+H+]: 325.15), which was then converted with HgO/cat. S into the corresponding aminobenzimidazole (6.4 g; ESI-MS; [M+H+]: 291.15). After removal of the Boc group using TFA, the crude product obtained was boiled in CH3OH with addition of active carbon, filtered, evaporated and crystallized from CH3OH/methyl t-butyl ether; 6 g of beige solid; ESI-MS; [M+H+]: 191.1. Reactants: N1=CN=C(C2=C1NC=C2)OC=2C=C1C=CC=C(C1=CC2)C(=O)Cl (6-(7H-pyrrolo[2,3-d]pyrimidin-4-yloxy)-1-naphthoyl chloride), C(C)(C)(C)C1=CC=C(N)C=C1 (4-t-butyl aniline), CCN(C(C)C)C(C)C (Hunig's base). Solvent: C1CCOC1 (THF). Run at time 14 hour. Yields the product CC(C)(C)C1=CC=C(C=C1)NC(=O)C1=CC=CC2=CC(=CC=C12)OC=1C2=C(N=CN1)NC=C2 (N-(4-(1,1-dimethylethyl)phenyl)-6-(7H-pyrrolo[2,3-d]pyrimidin-4-yloxy)-1-naphthalenecarboxamide). Reaction SMILES: [N:1]1[C:6]2[NH:7][CH:8]=[CH:9][C:5]=2[C:4]([O:10][C:11]2[CH:12]=[C:13]3[C:18](=[CH:19][CH:20]=2)[C:17]([C:21](Cl)=[O:22])=[CH:16][CH:15]=[CH:14]3)=[N:3][CH:2]=1.[C:24]([C:28]1[CH:34]=[CH:33][C:31]([NH2:32])=[CH:30][CH:29]=1)([CH3:27])([CH3:26])[CH3:25].CCN(C(C)C)C(C)C>C1COCC1>[CH3:27][C:24]([C:28]1[CH:29]=[CH:30][C:31]([NH:32][C:21]([C:17]2[C:18]3[C:13](=[CH:12][C:11]([O:10][C:4]4[C:5]5[CH:9]=[CH:8][NH:7][C:6]=5[N:1]=[CH:2][N:3]=4)=[CH:20][CH:19]=3)[CH:14]=[CH:15][CH:16]=2)=[O:22])=[CH:33][CH:34]=1)([CH3:25])[CH3:26]. Procedure details: THF (1.3 mL) was added to 6-(7H-pyrrolo[2,3-d]pyrimidin-4-yloxy)-1-naphthoyl chloride (84.0 mg, 0.259 mmol) in a 10 mL round bottom flask, followed by 4-t-butyl aniline (62.4 μL, 0.389 mmol) and Hunig's base (45.1 μL, 0.259 mmol). The resulting solution was stirred for 14 h and then transferred to a 50 mL flask. To this solution was added ˜5 g of silica gel. The resulting slurry was concentrated by reduced pressure. The impregnated silica gel was loaded into a dry pack column cartridge and the c... Product: [N+](=O)([O-])C1=C(C(C(=O)OC)O)C=CC=C1 (methyl o-nitromandelate). Procedure: o-Nitromandelic acid (5 g.) and thionyl chloride (50 ml.) were mixed, heated under reflux on a steam bath for 1 hour and cooled, then the excess of thionyl chloride was removed on a rotary evaporator at room temperature. The crude o-nitromandeloyl chloride thus obtained was carefully mixed with methanol (70 ml.), and after the initial vigorous reaction had subsided, the mixture was heated under reflux on a steam bath for 1 hour, cooled, and the solvent evaporated under reduced pressure. The oil ... RXN SMILES: [N+:1]([C:4]1[CH:14]=[CH:13][CH:12]=[CH:11][C:5]=1[CH:6]([OH:10])[C:7]([OH:9])=[O:8])([O-:3])=[O:2].S(Cl)(Cl)=O.[CH3:19]O>>[N+:1]([C:4]1[CH:14]=[CH:13][CH:12]=[CH:11][C:5]=1[CH:6]([OH:10])[C:7]([O:9][CH3:19])=[O:8])([O-:3])=[O:2]. Reactants: [N+](=O)([O-])C1=C(C(C(=O)O)O)C=CC=C1 (o-Nitromandelic acid), S(=O)(Cl)Cl (thionyl chloride), CO (methanol). Reactants: [OH-].[Na+] (sodium hydroxide), ice, C(=C)(C)C1CC=C(CC1)COC(C1=CC(=CC(=C1)[N+](=O)[O-])[N+](=O)[O-])=O (3,5-Dinitro-benzoic acid 4-isopropenyl-cyclohex-1-enylmethyl ester). The solvent is CO (methanol). Conditions: time 3 hour. The product is CC(=C)[C@H]1CCC(=CC1)CO ((S)-perillyl alcohol). The yield is 95.0%. RXN SMILES: [OH-].[Na+].[C:3]([CH:6]1[CH2:11][CH2:10][C:9]([CH2:12][O:13]C(=O)C2C=C([N+]([O-])=O)C=C([N+]([O-])=O)C=2)=[CH:8][CH2:7]1)([CH3:5])=[CH2:4]>CO>[CH3:5][C:3]([C@@H:6]1[CH2:7][CH:8]=[C:9]([CH2:12][OH:13])[CH2:10][CH2:11]1)=[CH2:4] |f:0.1|. Reported procedure: Aqueous sodium hydroxide (3.23 g, 80.0 mmol, dissolved in 28 mL of water) was added to an ice cold solution of 3,5-Dinitro-benzoic acid 4-isopropenyl-cyclohex-1-enylmethyl ester (14.0 g, 40.4 mmol) in methanol (140 mL) over a period of 0.25 h. The reaction mixture was allowed to warm to room temperature and then stirred for 3.0 h. The methanol was concentrated under vacuum and the resulting residue was suspended in water (60 mL) and extracted with ethyl acetate (2×100 mL). The organic layer was ... Starting materials: FC(OC1=CC=C(C=C1)C=1C=NC=CC1)(F)F (3-(4-Trifluoromethoxyphenyl)pyridine), acid, Br(=O)(=O)[O-].[K+] (Potassium bromate), ice water, [OH-].[Na+] (sodium hydroxide). Conditions: temperature 0 celsius, time 40 minute. The product is BrC=1C=C(C=CC1OC(F)(F)F)C=1C=NC=CC1 (3-(3-Bromo-4-trifluoromethoxyphenyl)pyridine). Isolated yield 71.6%. As a reaction SMILES: [F:1][C:2]([F:17])([F:16])[O:3][C:4]1[CH:9]=[CH:8][C:7]([C:10]2[CH:11]=[N:12][CH:13]=[CH:14][CH:15]=2)=[CH:6][CH:5]=1.[Br:18]([O-])(=O)=O.[K+].[OH-].[Na+]>>[Br:18][C:9]1[CH:8]=[C:7]([C:10]2[CH:11]=[N:12][CH:13]=[CH:14][CH:15]=2)[CH:6]=[CH:5][C:4]=1[O:3][C:2]([F:1])([F:16])[F:17] |f:1.2,3.4|. Procedure details: 3-(4-Trifluoromethoxyphenyl)pyridine (Description 61) (1.26 g, 5.27 mmol) was suspended in aqueous sulfic acid (50%, 16 ml) and cooled to 0° C. Potassium bromate (0.88 g, 5.27 mmol) was added in portions over 2 hours and the mixture was stirred at room temperature for 40 min. The mixture was poured into ice/water and basified with aqueous sodium hydroxide (4M). The mixture was extracted with ethyl acetate (3×100 ml) and the combined organic fractions were washed with brine, dried (MgSO4) and the...